Dataset: the Open Reaction Database (ORD), a public repository of structured organic reaction records. Task: describe an organic reaction: reactants, conditions, products, and yield The reactants are S (Hydrogen sulfide), C(C)OC(=O)C1(CCN(CC1)C1=CC=NC=C1)COC1=CC=C2C=CC(=CC2=C1Cl)C#N (4-(8-chloro-2-cyanonaphthalen-7-yloxymethyl)-1-(pyridin-4-yl)piperidine-4-carboxylic acid ethyl ester), N1=CC=CC=C1 (pyridine). Run in C(C)N(CC)CC (triethylamine). Conditions: time 12 hour. The product is Cl.Cl.C(C)OC(=O)C1(CCN(CC1)C1=CC=NC=C1)COC1=CC=C2C=CC(=CC2=C1Cl)C(N)=N (4-(2-Amidino-8-chloronaphthalen-7-yloxymethyl)-1-(pyridin-4-yl)piperidine-4-carboxylic Acid Ethyl Ester Dihydrochloride). Reaction SMILES: S.[CH2:2]([O:4][C:5]([C:7]1([CH2:19][O:20][C:21]2[C:30]([Cl:31])=[C:29]3[C:24]([CH:25]=[CH:26][C:27]([C:32]#[N:33])=[CH:28]3)=[CH:23][CH:22]=2)[CH2:12][CH2:11][N:10]([C:13]2[CH:18]=[CH:17][N:16]=[CH:15][CH:14]=2)[CH2:9][CH2:8]1)=[O:6])[CH3:3].[N:34]1C=CC=CC=1>C(N(CC)CC)C>[ClH:31].[ClH:31].[CH2:2]([O:4][C:5]([C:7]1([CH2:19][O:20][C:21]2[C:30]([Cl:31])=[C:29]3[C:24]([CH:25]=[CH:26][C:27]([C:32](=[NH:34])[NH2:33])=[CH:28]3)=[CH:23][CH:22]=2)[CH2:8][CH2:9][N:10]([C:13]2[CH:14]=[CH:15][N:16]=[CH:17][CH:18]=2)[CH2:11][CH2:12]1)=[O:6])[CH3:3] |f:4.5.6|. Reported procedure: Hydrogen sulfide was blown into a solution of 4-(8-chloro-2-cyanonaphthalen-7-yloxymethyl)-1-(pyridin-4-yl)piperidine-4-carboxylic acid ethyl ester (124 mg) in a mixture of pyridine (2.5 ml) and triethylamine (0.5 ml) with ice-cooling, and the mixture was stirred at room temperature for 12 hours. After completion of the reaction, the solvent was evaporated and the residue was treated with hydrogen chloride-ethanol. To the residue were added acetone (2 ml), methanol (2 ml) and methyl iodide (0.17... The reactants are CN(C)C=O, CO, Nc1ccc(F)c2oc(-c3ccc(NCCCN4C(=O)c5ccccc5C4=O)cc3)cc(=O)c12, NN, O. Yields the product NCCCNc1ccc(-c2cc(=O)c3c(N)ccc(F)c3o2)cc1. As a reaction SMILES: [CH3:35][N:36]([CH3:37])[CH:38]=[O:39].[CH3:40][OH:41].[NH2:1][c:2]1[cH:3][cH:4][c:5]([F:34])[c:6]2[c:7]1[c:8](=[O:33])[cH:9][c:10](-[c:12]1[cH:13][cH:14][c:15]([NH:18][CH2:19][CH2:20][CH2:21][N:22]3[C:23](=[O:24])[c:25]4[cH:26][cH:27][cH:28][cH:29][c:30]4[C:31]3=[O:32])[cH:16][cH:17]1)[o:11]2.[NH2:43][NH2:44].[OH2:42]>>[NH2:1][c:2]1[cH:3][cH:4][c:5]([F:34])[c:6]2[c:7]1[c:8](=[O:33])[cH:9][c:10](-[c:12]1[cH:13][cH:14][c:15]([NH:18][CH2:19][CH2:20][CH2:21][NH2:22])[cH:16][cH:17]1)[o:11]2. Reactants: [BH4-], CN, CC(C)=O, CO, NC(=O)Nc1[nH]c(-c2cccc(Cl)c2)c(C=O)c1C(N)=O, [Na+], C1CCOC1. The product is CNCc1c(-c2cccc(Cl)c2)[nH]c(NC(N)=O)c1C(N)=O. Reaction SMILES: [BH4-:26].[CH3:1][NH2:2].[CH3:33][C:34](=[O:35])[CH3:36].[CH3:3][OH:4].[NH2:5][C:6](=[O:7])[NH:8][c:9]1[nH:10][c:11](-[c:19]2[cH:20][c:21]([Cl:25])[cH:22][cH:23][cH:24]2)[c:12]([CH:17]=[O:18])[c:13]1[C:14](=[O:15])[NH2:16].[Na+:27].[O:28]1[CH2:29][CH2:30][CH2:31][CH2:32]1>>[CH3:1][NH:2][CH2:17][c:12]1[c:11](-[c:19]2[cH:20][c:21]([Cl:25])[cH:22][cH:23][cH:24]2)[nH:10][c:9]([NH:8][C:6]([NH2:5])=[O:7])[c:13]1[C:14](=[O:15])[NH2:16]. The reactants are Cc1ccccc1C1NC(=S)NC1c1ccccc1C, CI, CCO. Product: CSC1=NC(c2ccccc2C)C(c2ccccc2C)N1, I. Reaction SMILES: [CH3:1][c:2]1[c:3]([CH:8]2[NH:9][C:10](=[S:20])[NH:11][CH:12]2[c:13]2[c:14]([CH3:19])[cH:15][cH:16][cH:17][cH:18]2)[cH:4][cH:5][cH:6][cH:7]1.[CH3:21][I:22].[CH3:23][CH2:24][OH:25]>>[CH3:1][c:2]1[c:3]([CH:8]2[NH:9][C:10]([S:20][CH3:21])=[N:11][CH:12]2[c:13]2[c:14]([CH3:19])[cH:15][cH:16][cH:17][cH:18]2)[cH:4][cH:5][cH:6][cH:7]1.[IH:22]. Run at temperature 150 celsius. Starting materials: N1CCOCC1 (morpholine), stainless steel, C(CO)O (ethylene glycol), N1CCOCC1 (morpholine), RuCl3, O (H2O). Product: OCCN1CCOCC1 (hydroxyethylmorpholine), O1CCN(CC1)C(C)N1CCOCC1 (bismorpholinoethane). Procedure: A 22 ml stainless steel Parr bomb reactor was charged with 5.5 g ethylene glycol (88.6 mmol), 1.0 g morpholine (11.5 mmol), 42 mg RuCl3 ×H2O(1.7×10-4 mol) 0.52 g N-methylpyrrolidone (as internal standard) and a magnetic stirring bar in a nitrogen-filled glove box. The bomb was sealed and placed in a previously-heated oil bath with stirring. After heating for 2.5 h at 150° C. the reactor pressure was 20 psig. At this point, the bomb was cooled to room temperature at which point the pressure stood... The yield is 17.0%. RXN SMILES: [CH2:1]([OH:4])[CH2:2]O.[NH:5]1[CH2:10][CH2:9][O:8][CH2:7][CH2:6]1.O>>[OH:8][CH2:7][CH2:6][N:5]1[CH2:2][CH2:1][O:4][CH2:9][CH2:10]1.[O:8]1[CH2:9][CH2:10][N:5]([CH:6]([N:5]2[CH2:2][CH2:1][O:4][CH2:9][CH2:10]2)[CH3:7])[CH2:6][CH2:7]1. Conditions: time 30 minute. Solvent: O (water), C(Cl)Cl (DCM). Reactants: N1=CC=CC=C1 (Pyridine), NC1=C(C=CC(=C1)Br)O (2-Amino-4-bromophenol), FC(C1=CC=C(C(=O)Cl)C=C1)(F)F (4-(trifluoromethyl)benzoyl chloride). Yields the product BrC=1C=CC(=C(C1)NC(C1=CC=C(C=C1)C(F)(F)F)=O)O (N-(5-Bromo-2-hydr oxyphenyl)-4-(trifluoromethyl)benzamide). Reported procedure: 4-(Trifluoromethyl)benzoic acid (1 g, 5.3 mmol) dissolved in DCM (10 ml), cooled to 0° C. and added oxalyl chloride (0.7 ml, 7.9 mmol). Catalytic amount of DMF was added to this mixture and stirred at rt for 30 mins. After 30 mins, DCM removed on rotavapour and co-distilled the residue two times with DCM to obtain 4-(trifluoromethyl)benzoyl chloride quantitatively. 2-Amino-4-bromophenol (0.8 g, 4.25 mmol) dissolved in DCM (20 ml) and added Pyridine (0.4 ml, 5.1 mmol) under nitrogen atmosphere. T... As a reaction SMILES: [NH2:1][C:2]1[CH:7]=[C:6]([Br:8])[CH:5]=[CH:4][C:3]=1[OH:9].N1C=CC=CC=1.[F:16][C:17]([F:28])([F:27])[C:18]1[CH:26]=[CH:25][C:21]([C:22](Cl)=[O:23])=[CH:20][CH:19]=1>C(Cl)Cl.O>[Br:8][C:6]1[CH:5]=[CH:4][C:3]([OH:9])=[C:2]([NH:1][C:22](=[O:23])[C:21]2[CH:25]=[CH:26][C:18]([C:17]([F:16])([F:27])[F:28])=[CH:19][CH:20]=2)[CH:7]=1. Isolated yield 65.3%. As a reaction SMILES: [C:1](=[O:2])([O-:3])[O-:4].[CH3:27][CH2:28][O:29][C:30](=[O:31])[CH3:32].[F:17][c:18]1[cH:19][c:20]([CH:21]=[O:22])[cH:23][cH:24][c:25]1[F:26].[K+:5].[K+:6].[O:12]=[CH:13][N:14]([CH3:15])[CH3:16].[OH2:33].[nH:7]1[cH:8][n:9][cH:10][cH:11]1>>[n:7]1(-[c:25]2[c:18]([F:17])[cH:19][c:20]([CH:21]=[O:22])[cH:23][cH:24]2)[cH:8][n:9][cH:10][cH:11]1. Starting materials: O=C([O-])[O-], CCOC(C)=O, O=Cc1ccc(F)c(F)c1, [K+], [K+], CN(C)C=O, O, c1c[nH]cn1. Product: O=Cc1ccc(-n2ccnc2)c(F)c1. Starting materials: O=C1Cc2c(Br)cccc2N1, Cc1c(C=O)[nH]c2c1C(=O)N(CCN1CCOCC1)CC2. The product is Cc1c(C=C2C(=O)Nc3cccc(Br)c32)[nH]c2c1C(=O)N(CCN1CCOCC1)CC2. Reaction SMILES: [Br:22][c:23]1[c:24]2[c:28]([cH:29][cH:30][cH:31]1)[NH:27][C:26](=[O:32])[CH2:25]2.[CH3:1][c:2]1[c:3]([CH:20]=[O:21])[nH:4][c:5]2[c:6]1[C:7](=[O:19])[N:8]([CH2:11][CH2:12][N:13]1[CH2:14][CH2:15][O:16][CH2:17][CH2:18]1)[CH2:9][CH2:10]2>>[CH3:1][c:2]1[c:3]([CH:20]=[C:25]2[c:24]3[c:23]([Br:22])[cH:31][cH:30][cH:29][c:28]3[NH:27][C:26]2=[O:32])[nH:4][c:5]2[c:6]1[C:7](=[O:19])[N:8]([CH2:11][CH2:12][N:13]1[CH2:14][CH2:15][O:16][CH2:17][CH2:18]1)[CH2:9][CH2:10]2. Procedure: 4-(3-Chloro-2-fluoroanilino)-7-methoxyquinazoline-6-carbaldehyde was coupled with N-butylglycine using an analogous method to that described for the equivalent step in Example 1 to give N-butyl-N-({4-[(3-chloro-2-fluorophenyl)amino]-7-methoxyquinazolin-6-yl}methyl)glycine; 1H NMR Spectrum: (DMSO-d6) 0.83 (t, 3H); 1.27 (m, 2H); 1.46 (m, 2H); 2.70 (t, 2H); 3.33 (s, 2H); 3.95 (s, 5H); 7.20 (s, 1H); 7.28 (t, 1H); 7.47 (m, 1H); 7.55 (m, 1H); 8.36 (s, 1H); 8.43 (s, 1H); 9.82 (s, 1H); Mass Spectrum: (M... Reaction SMILES: [Cl:1][C:2]1[C:3]([F:23])=[C:4]([CH:20]=[CH:21][CH:22]=1)[NH:5][C:6]1[C:15]2[C:10](=[CH:11][C:12]([O:18][CH3:19])=[C:13]([CH:16]=O)[CH:14]=2)[N:9]=[CH:8][N:7]=1.[CH2:24]([NH:28][CH2:29][C:30]([OH:32])=[O:31])[CH2:25][CH2:26][CH3:27]>>[CH2:24]([N:28]([CH2:16][C:13]1[CH:14]=[C:15]2[C:10](=[CH:11][C:12]=1[O:18][CH3:19])[N:9]=[CH:8][N:7]=[C:6]2[NH:5][C:4]1[CH:20]=[CH:21][CH:22]=[C:2]([Cl:1])[C:3]=1[F:23])[CH2:29][C:30]([OH:32])=[O:31])[CH2:25][CH2:26][CH3:27]. Product: C(CCC)N(CC(=O)O)CC=1C=C2C(=NC=NC2=CC1OC)NC1=C(C(=CC=C1)Cl)F (N-butyl-N-({4-[(3-chloro-2-fluorophenyl)amino]-7-methoxyquinazolin-6-yl}methyl)glycine). Reactants: ClC=1C(=C(NC2=NC=NC3=CC(=C(C=C23)C=O)OC)C=CC1)F (4-(3-Chloro-2-fluoroanilino)-7-methoxyquinazoline-6-carbaldehyde), C(CCC)NCC(=O)O (N-butylglycine). Reactants: O=C1Nc2ccccc2SC1CNOCc1ccccc1, CC(=O)OC(C)=O, CCOC(C)=O, O=CO. Yields the product O=CN(CC1Sc2ccccc2NC1=O)OCc1ccccc1. Reaction SMILES: [CH2:1]([c:2]1[cH:3][cH:4][cH:5][cH:6][cH:7]1)[O:8][NH:9][CH2:10][CH:11]1[S:12][c:13]2[c:14]([cH:18][cH:19][cH:20][cH:21]2)[NH:15][C:16]1=[O:17].[CH3:22][C:23](=[O:24])[O:25][C:26](=[O:27])[CH3:28].[CH3:32][CH2:33][O:34][C:35]([CH3:36])=[O:37].[CH:29]([OH:30])=[O:31]>>[CH2:1]([c:2]1[cH:3][cH:4][cH:5][cH:6][cH:7]1)[O:8][N:9]([CH2:10][CH:11]1[S:12][c:13]2[c:14]([cH:18][cH:19][cH:20][cH:21]2)[NH:15][C:16]1=[O:17])[CH:23]=[O:24].